Dataset: the Open Reaction Database (ORD), a public repository of structured organic reaction records. Task: describe an organic reaction: reactants, conditions, products, and yield Reactants: OC[C@H]1[C@@H](CC(C1)=C)C1=CC=CC=C1 ((+−)-trans-1-Hydroxymethyl-4-methylene-2-phenylcyclopentane), CCN(C(C)C)C(C)C (DIPEA), Cl (HCl), C(C(=O)Cl)(=O)Cl (oxalyl chloride), CS(=O)C (DMSO). Solvent: C(Cl)Cl (methylene chloride), C(Cl)Cl (methylene chloride), C(Cl)Cl (methylene chloride), C(Cl)Cl (methylene chloride). Reaction conditions: temperature -70 celsius, time 15 minute. Yields the product C=C1C[C@H]([C@@H](C1)C=O)C1=CC=CC=C1 ((+−)-trans-4-Methylene-2-phenylcyclopentanecarboxaldehyde). Isolated yield 89.1%. RXN SMILES: C(Cl)(=O)C(Cl)=O.CS(C)=O.[OH:11][CH2:12][C@@H:13]1[CH2:17][C:16](=[CH2:18])[CH2:15][C@H:14]1[C:19]1[CH:24]=[CH:23][CH:22]=[CH:21][CH:20]=1.CCN(C(C)C)C(C)C.Cl>C(Cl)Cl>[CH2:18]=[C:16]1[CH2:17][C@@H:13]([CH:12]=[O:11])[C@H:14]([C:19]2[CH:24]=[CH:23][CH:22]=[CH:21][CH:20]=2)[CH2:15]1. Reported procedure: To a solution of oxalyl chloride (1.16 mL, 13.3 mmol) in methylene chloride (50 mL) at −70° C. was added dropwise DMSO (1.88 mL, 26.6 mmol). After 15 min, a solution of (+−)-trans-1-hydroxymethyl-4-methylene-2-phenylcyclopentane from Step B (1.0 g, 5.3 mmol) in methylene chloride (10 mL) was added. The reaction was stirred at −70° C. for 1.5 h and then DIPEA (9.25 mL, 53 mmol) in methylene chloride (10 mL) was added dropwise over 5 min. After a further 10 min, the mixture was allowed to warm to ...